describe an organic reaction: reactants, conditions, products, and yield From a dataset of the Open Reaction Database (ORD), a public repository of structured organic reaction records. Starting materials: NaOH-33, Na2O2, C(C(C)C)(=O)Cl (isobutanoyl chloride), OO (H2O2). Run in O (water), O (water). Yields the product C(C(C)C)(=O)OOC(C(C)C)=O (diisobutanoyl peroxide). RXN SMILES: [OH:1][OH:2].[C:3](Cl)(=[O:7])[CH:4]([CH3:6])[CH3:5]>O>[C:3]([O:1][O:2][C:3](=[O:7])[CH:4]([CH3:6])[CH3:5])(=[O:7])[CH:4]([CH3:6])[CH3:5]. Procedure: In Example A, the procedure of WO 01/32613 was repeated. First, a solution of Na2O2 was prepared by combining 108.3 g of demineralized water, 18.5 g of NaOH-33 solution, and 3.7 g of the aqueous H2O2. A second reactor was charged with 33.3 g of demineralized water, 27.7 g of the PVA solution, and 16.3 g of isobutanoyl chloride while controlling the temperature between 5–10° C. Next, the Na2O2 solution was dosed while the system was homogenized. No diisobutanoyl peroxide was obtained and only an ... Product: COC(=O)C(CC1CCC2(C1)OC(c1ccccc1)C(c1ccccc1)O2)c1ccc(S(=O)(=O)C2CC2)c(Br)c1. RXN SMILES: [Br:19][c:20]1[cH:21][c:22]([CH2:32][C:33](=[O:34])[O:35][CH3:36])[cH:23][cH:24][c:25]1[S:26](=[O:27])(=[O:28])[CH:29]1[CH2:30][CH2:31]1.[CH2:14]([Li:15])[CH2:16][CH2:17][CH3:18].[CH2:60]1[O:61][CH2:62][CH2:63][CH2:64]1.[CH3:66][N:67]1[CH2:68][CH2:69][CH2:70][N:71]([CH3:72])[C:73]1=[O:74].[CH3:8][CH2:9][CH2:10][CH2:11][CH2:12][CH3:13].[CH:1]([NH:2][CH:3]([CH3:4])[CH3:5])([CH3:6])[CH3:7].[I:37][CH2:38][CH:39]1[CH2:40][C:41]2([O:42][CH:43]([c:52]3[cH:53][cH:54][cH:55][cH:56][cH:57]3)[CH:44]([c:46]3[cH:47][cH:48][cH:49][cH:50][cH:51]3)[O:45]2)[CH2:58][CH2:59]1.[OH2:65]>>[Br:19][c:20]1[cH:21][c:22]([CH:32]([C:33](=[O:34])[O:35][CH3:36])[CH2:38][CH:39]2[CH2:40][C:41]3([O:42][CH:43]([c:52]4[cH:53][cH:54][cH:55][cH:56][cH:57]4)[CH:44]([c:46]4[cH:47][cH:48][cH:49][cH:50][cH:51]4)[O:45]3)[CH2:58][CH2:59]2)[cH:23][cH:24][c:25]1[S:26](=[O:27])(=[O:28])[CH:29]1[CH2:30][CH2:31]1. The reactants are COC(=O)Cc1ccc(S(=O)(=O)C2CC2)c(Br)c1, [Li]CCCC, C1CCOC1, CN1CCCN(C)C1=O, CCCCCC, CC(C)NC(C)C, ICC1CCC2(C1)OC(c1ccccc1)C(c1ccccc1)O2, O. Reactants: C1(CCCC1)CN1N=C(C=C(C1=O)C(=O)OCC)C1=CC=C(C=C1)OC (2-cyclopentylmethyl-4-ethoxycarbonyl-6-(4-methoxyphenyl)-2H-pyridazin-3-one), aqueous solution, C(C)N (ethylamine). The solvent is CO (methanol). Yields the product C1(CCCC1)CN1N=C(C=C(C1=O)C(NCC)=O)C1=CC=C(C=C1)OC (2-Cyclopentylmethyl-4-ethylcarbamoyl-6-(4-methoxyphenyl)-2H-pyridazin-3-one). Isolated yield 82.2%. RXN SMILES: [CH:1]1([CH2:6][N:7]2[C:12](=[O:13])[C:11]([C:14](OCC)=[O:15])=[CH:10][C:9]([C:19]3[CH:24]=[CH:23][C:22]([O:25][CH3:26])=[CH:21][CH:20]=3)=[N:8]2)[CH2:5][CH2:4][CH2:3][CH2:2]1.[CH2:27]([NH2:29])[CH3:28]>CO>[CH:1]1([CH2:6][N:7]2[C:12](=[O:13])[C:11]([C:14](=[O:15])[NH:29][CH2:27][CH3:28])=[CH:10][C:9]([C:19]3[CH:24]=[CH:23][C:22]([O:25][CH3:26])=[CH:21][CH:20]=3)=[N:8]2)[CH2:5][CH2:4][CH2:3][CH2:2]1. Procedure: In methanol, 2-cyclopentylmethyl-4-ethoxycarbonyl-6-(4-methoxyphenyl)-2H-pyridazin-3-one and a 70% aqueous solution of ethylamine were processed as in Example 43, whereby the title compound was obtained in a yield of 82.2%. Starting materials: BrCc1ccccc1, CN(C)C=O, [H-], [Na+], O, CCOC(=O)N1CCc2[nH]c3ccc(OCc4ccccc4)cc3c2C1. Yields the product CCOC(=O)N1CCc2c(c3cc(OCc4ccccc4)ccc3n2Cc2ccccc2)C1. As a reaction SMILES: [CH2:29]([c:30]1[cH:31][cH:32][cH:33][cH:34][cH:35]1)[Br:36].[CH3:38][N:39]([CH3:40])[CH:41]=[O:42].[H-:27].[Na+:28].[OH2:37].[c:1]1([CH2:7][O:8][c:9]2[cH:10][c:11]3[c:12]4[c:13]([nH:14][c:15]3[cH:16][cH:17]2)[CH2:18][CH2:19][N:20]([C:22](=[O:23])[O:24][CH2:25][CH3:26])[CH2:21]4)[cH:2][cH:3][cH:4][cH:5][cH:6]1>>[c:1]1([CH2:7][O:8][c:9]2[cH:10][c:11]3[c:12]4[c:13]([n:14]([CH2:29][c:30]5[cH:31][cH:32][cH:33][cH:34][cH:35]5)[c:15]3[cH:16][cH:17]2)[CH2:18][CH2:19][N:20]([C:22](=[O:23])[O:24][CH2:25][CH3:26])[CH2:21]4)[cH:2][cH:3][cH:4][cH:5][cH:6]1. Starting materials: ClC1=CC(=C(C#N)C=C1)F (4-chloro-2-fluorobenzonitrile), C1(CC1)C(CCN(C(OC(C)(C)C)=O)C)O ((3-cyclopropyl-3-hydroxypropyl)methylcarbamic acid, 1,1-dimethylethyl ester). The product is ClC=1C=CC(=C(OC(CCN(C(OC(C)(C)C)=O)C)C2CC2)C1)C#N ([3-(5-Chloro-2-cyanophenoxy)-3-cyclopropylpropyl]methylcarbamic acid, 1,1-dimethylethyl ester). Reaction SMILES: [Cl:1][C:2]1[CH:9]=[CH:8][C:5]([C:6]#[N:7])=[C:4](F)[CH:3]=1.[CH:11]1([CH:14]([OH:26])[CH2:15][CH2:16][N:17]([CH3:25])[C:18](=[O:24])[O:19][C:20]([CH3:23])([CH3:22])[CH3:21])[CH2:13][CH2:12]1>>[Cl:1][C:2]1[CH:9]=[CH:8][C:5]([C:6]#[N:7])=[C:4]([CH:3]=1)[O:26][CH:14]([CH:11]1[CH2:12][CH2:13]1)[CH2:15][CH2:16][N:17]([CH3:25])[C:18](=[O:24])[O:19][C:20]([CH3:23])([CH3:22])[CH3:21]. Reported procedure: The title compound was prepared according to the method of Example 3 step (b) but using 4-chloro-2-fluorobenzonitrile and (3-cyclopropyl-3-hydroxypropyl)methylcarbamic acid, 1,1-dimethylethyl ester. Reactants: COc1ccc2[nH]cc(CN3CCN(C)CC3)c2c1, [H-], [Na+], CN(C)C=O, O=S(=O)(Cl)Cl, c1ccccc1. Yields the product COc1ccc2c(c1)c(CN1CCN(C)CC1)cn2S(=O)(=O)c1ccccc1. Reaction SMILES: [CH3:1][O:2][c:3]1[cH:4][c:5]2[c:6]([CH2:12][N:13]3[CH2:14][CH2:15][N:16]([CH3:19])[CH2:17][CH2:18]3)[cH:7][nH:8][c:9]2[cH:10][cH:11]1.[H-:20].[Na+:21].[O:33]=[CH:34][N:35]([CH3:36])[CH3:37].[S:22](=[O:23])(=[O:24])([Cl:25])[Cl:26].[cH:27]1[cH:28][cH:29][cH:30][cH:31][cH:32]1>>[CH3:1][O:2][c:3]1[cH:4][c:5]2[c:6]([CH2:12][N:13]3[CH2:14][CH2:15][N:16]([CH3:19])[CH2:17][CH2:18]3)[cH:7][n:8]([S:22](=[O:23])(=[O:24])[c:27]3[cH:28][cH:29][cH:30][cH:31][cH:32]3)[c:9]2[cH:10][cH:11]1.